From a dataset of the Open Reaction Database (ORD), a public repository of structured organic reaction records. describe an organic reaction: reactants, conditions, products, and yield Starting materials: C=CCC1(C(=O)OCC)CCN(C(=O)OC(C)(C)C)CC1, B1C2CCCC1CCC2, Fc1cnc2ccccc2c1I, [K+], [K+], [K+], C1CCOC1, O=P([O-])([O-])[O-]. The product is CCOC(=O)C1(CCCc2c(F)cnc3ccccc23)CCN(C(=O)OC(C)(C)C)CC1. As a reaction SMILES: [CH2:1]([CH:2]=[CH2:3])[C:4]1([C:17](=[O:18])[O:19][CH2:20][CH3:21])[CH2:5][CH2:6][N:7]([C:10](=[O:11])[O:12][C:13]([CH3:14])([CH3:15])[CH3:16])[CH2:8][CH2:9]1.[CH:22]12[BH:23][CH:24]([CH2:25][CH2:26][CH2:27]1)[CH2:28][CH2:29][CH2:30]2.[F:31][c:32]1[cH:33][n:34][c:35]2[cH:36][cH:37][cH:38][cH:39][c:40]2[c:41]1[I:42].[K+:48].[K+:49].[K+:50].[O:51]1[CH2:52][CH2:53][CH2:54][CH2:55]1.[P:43]([O-:44])([O-:45])([O-:46])=[O:47]>>[CH2:1]([CH2:2][CH2:3][c:41]1[c:32]([F:31])[cH:33][n:34][c:35]2[cH:36][cH:37][cH:38][cH:39][c:40]21)[C:4]1([C:17](=[O:18])[O:19][CH2:20][CH3:21])[CH2:5][CH2:6][N:7]([C:10](=[O:11])[O:12][C:13]([CH3:14])([CH3:15])[CH3:16])[CH2:8][CH2:9]1. The reactants are O=C([O-])[O-], CC(C)(C)OC(=O)n1c(B(O)O)cc2ccccc21, Cc1ccccc1, CCO, Fc1ncc(-c2ccccc2)cc1I, [Na+], [Na+], O, c1ccc(P(c2ccccc2)(c2ccccc2)[Pd](P(c2ccccc2)(c2ccccc2)c2ccccc2)(P(c2ccccc2)(c2ccccc2)c2ccccc2)P(c2ccccc2)(c2ccccc2)c2ccccc2)cc1. Product: CC(C)(C)OC(=O)n1c(-c2cc(-c3ccccc3)cnc2F)cc2ccccc21. RXN SMILES: [C:1](=[O:2])([O-:3])[O-:4].[C:21](=[O:22])([O:23][C:24]([CH3:25])([CH3:26])[CH3:27])[n:28]1[c:29]([B:37]([OH:38])[OH:39])[cH:30][c:31]2[cH:32][cH:33][cH:34][cH:35][c:36]12.[CH3:41][c:42]1[cH:43][cH:44][cH:45][cH:46][cH:47]1.[CH3:48][CH2:49][OH:50].[F:7][c:8]1[n:9][cH:10][c:11](-[c:15]2[cH:16][cH:17][cH:18][cH:19][cH:20]2)[cH:12][c:13]1[I:14].[Na+:5].[Na+:6].[OH2:40].[cH:51]1[cH:52][cH:53][c:54]([P:55]([Pd:56]([P:57]([c:58]2[cH:59][cH:60][cH:61][cH:62][cH:63]2)([c:64]2[cH:65][cH:66][cH:67][cH:68][cH:69]2)[c:70]2[cH:71][cH:72][cH:73][cH:74][cH:75]2)([P:76]([c:77]2[cH:78][cH:79][cH:80][cH:81][cH:82]2)([c:83]2[cH:84][cH:85][cH:86][cH:87][cH:88]2)[c:89]2[cH:90][cH:91][cH:92][cH:93][cH:94]2)[P:95]([c:96]2[cH:97][cH:98][cH:99][cH:100][cH:101]2)([c:102]2[cH:103][cH:104][cH:105][cH:106][cH:107]2)[c:108]2[cH:109][cH:110][cH:111][cH:112][cH:113]2)([c:114]2[cH:115][cH:116][cH:117][cH:118][cH:119]2)[c:120]2[cH:121][cH:122][cH:123][cH:124][cH:125]2)[cH:126][cH:127]1>>[F:7][c:8]1[n:9][cH:10][c:11](-[c:15]2[cH:16][cH:17][cH:18][cH:19][cH:20]2)[cH:12][c:13]1-[c:29]1[n:28]([C:21](=[O:22])[O:23][C:24]([CH3:25])([CH3:26])[CH3:27])[c:36]2[c:31]([cH:30]1)[cH:32][cH:33][cH:34][cH:35]2. Reactants: ( 28 ), M-CH3-H2O, ( 28 ), C(C)(C)C=1C=C(C=O)C=C(C1O)C(C)C (3,5-diisopropyl-4-hydroxybenzaldehyde), C1(=CC=CC=C1)CCCNC(CC#N)=S (N-3-phenyl-n-propylcyanothioacetamide), NCCC(=O)O (β-alanine), M-NH(CH2)3 Ph, ( 58 ). The solvent is C(C)O (ethanol). Product: C(C)(C)C=1C=C(C=C(C1O)C(C)C)/C=C(\C#N)/C(=S)NCCCC1=CC=CC=C1 ((E)-3-(3,5-diisopropyl-4-hydroxyphenyl)-2-[(3-phenyl-n-propyl)aminothiocarbonyl]acrylonitrile). Reaction SMILES: [CH:1]([C:4]1[CH:5]=[C:6]([CH:9]=[C:10]([CH:13]([CH3:15])[CH3:14])[C:11]=1[OH:12])[CH:7]=O)([CH3:3])[CH3:2].[C:16]1([CH2:22][CH2:23][CH2:24][NH:25][C:26](=[S:30])[CH2:27][C:28]#[N:29])[CH:21]=[CH:20][CH:19]=[CH:18][CH:17]=1.NCCC(O)=O>C(O)C>[CH:1]([C:4]1[CH:5]=[C:6](/[CH:7]=[C:27](/[C:26]([NH:25][CH2:24][CH2:23][CH2:22][C:16]2[CH:17]=[CH:18][CH:19]=[CH:20][CH:21]=2)=[S:30])\[C:28]#[N:29])[CH:9]=[C:10]([CH:13]([CH3:15])[CH3:14])[C:11]=1[OH:12])([CH3:3])[CH3:2]. Procedure details: 0.6 g of 3,5-diisopropyl-4-hydroxybenzaldehyde, and 0.6 g of N-3-phenyl-n-propylcyanothioacetamide and 40 mg β-alanine in 40 ml ethanol were refluxed 4 hours. Evaporation and chromatography gave 0.6 g of M24 as an orange viscous oil that did not crystalyze. NMR CDCl3 δ 8.76(1H, S, vinyl), 7.78(2H, S, H2.6), 7.25(5H, m), 5.60(1H, S, OH), 3.90(2H, q, J=7.0 Hz), 3.17(2H, Septet, J=7.0 Hz), 2.76(2H, t, J=7.0 Hz), 2.11(2H, quintet, J=7.0 Hz), 1.29(12H, d, J=7.0 Hz). MS—407(M+1,55), 406(M+, 70), 373(M... Starting materials: C(C)OC=1C(C(C1OCC)=O)=O (3,4-diethoxy-3-cyclobutene-1,2-dione), BrC=1C=C(C=CC1)NC1=NC=NC2=CC=C(C=C12)N (N-(3-bromophenyl)-4,6-quinazolindiamine). Run in C(C)O (ethanol). Product: BrC=1C=C(C=CC1)NC1=NC=NC2=CC=C(C=C12)NC=1C(C(C1OCC)=O)=O (3-[4-(3-Bromo-phenylamino)-quinazolin-6-ylamino]-4-ethoxy-cyclobut-3-ene-1,2-dione). The yield is 64.6%. RXN SMILES: C(O[C:4]1[C:5](=[O:12])[C:6](=[O:11])[C:7]=1[O:8][CH2:9][CH3:10])C.[Br:13][C:14]1[CH:15]=[C:16]([NH:20][C:21]2[C:30]3[C:25](=[CH:26][CH:27]=[C:28]([NH2:31])[CH:29]=3)[N:24]=[CH:23][N:22]=2)[CH:17]=[CH:18][CH:19]=1>C(O)C>[Br:13][C:14]1[CH:15]=[C:16]([NH:20][C:21]2[C:30]3[C:25](=[CH:26][CH:27]=[C:28]([NH:31][C:4]4[C:5](=[O:12])[C:6](=[O:11])[C:7]=4[O:8][CH2:9][CH3:10])[CH:29]=3)[N:24]=[CH:23][N:22]=2)[CH:17]=[CH:18][CH:19]=1. Procedure: A solution of 1.08 g of 3,4-diethoxy-3-cyclobutene-1,2-dione and 1.0 g of N-(3-bromophenyl)-4,6-quinazolindiamine in 10 mL of ethanol was refluxed for 3 hr. The mixture was cooled to room temperature. The solid was collected by filtration and washed with ethanol to give 0.9 g of 3-[4-(3-Bromo-phenylamino)-quinazolin-6-ylamino]-4-ethoxy-cyclobut-3-ene-1,2-dione as a yellow powder: mass spectrum (m/e): M+H 441.1. The solvent is CC(=O)C (acetone). Yields the product COC=1C=CC=C2C=CC(=NC12)C(=O)OC (Methyl 8-methoxyquinoline-2-carboxylate). Isolated yield 100.6%. Conditions: time 48 hour. Reaction SMILES: [OH:1][C:2]1[CH:3]=[CH:4][CH:5]=[C:6]2[C:11]=1[N:10]=[C:9]([C:12]([O:14][CH3:15])=[O:13])[CH:8]=[CH:7]2.[C:16](=O)([O-])[O-].[K+].[K+].IC>CC(C)=O>[CH3:16][O:1][C:2]1[CH:3]=[CH:4][CH:5]=[C:6]2[C:11]=1[N:10]=[C:9]([C:12]([O:14][CH3:15])=[O:13])[CH:8]=[CH:7]2 |f:1.2.3|. Reported procedure: Methyl 8-hydroxyquinoline-2-carboxylate (1.6 g), acetone (15 ml), potassium carbonate (1.3 g) and iodomethane (0.6 ml) were combined and stirred at room temperature for 48 h. The solvents were removed in vacuo and the resulting white residue suspended in water (25 ml) which was extracted with ethyl acetate (3×25 ml). The combined organic layers were dried (magnesium sulphate) and the solvents removed in vacuo to give the title compound as a white solid (1.72 g). Starting materials: OC=1C=CC=C2C=CC(=NC12)C(=O)OC (Methyl 8-hydroxyquinoline-2-carboxylate), C([O-])([O-])=O.[K+].[K+] (potassium carbonate), IC (iodomethane). Starting materials: Cl (HCl), 120, C1(=CC=CC=C1)C(C)C (cumene), [N+](=O)([O-])C1=CC=C(C(=O)Cl)C=C1 (p-nitrobenzoyl chloride), [Al+3].[Cl-].[Cl-].[Cl-] (AlCl3). The solvent is ClC1=CC=CC=C1 (chlorobenzene), ClC1=CC=CC=C1 (chlorobenzene). Conditions: temperature 60 celsius, time 1 hour. The product is C(C)(C)C1=CC=C(C(=O)C2=CC=C(C=C2)[N+](=O)[O-])C=C1 (4-isopropyl-4'-nitrobenzophenone). The yield is 92.0%. As a reaction SMILES: [Al+3].[Cl-].[Cl-].[Cl-].[C:5]1([CH:11]([CH3:13])[CH3:12])[CH:10]=[CH:9][CH:8]=[CH:7][CH:6]=1.[N+:14]([C:17]1[CH:25]=[CH:24][C:20]([C:21](Cl)=[O:22])=[CH:19][CH:18]=1)([O-:16])=[O:15].Cl>ClC1C=CC=CC=1>[CH:11]([C:5]1[CH:10]=[CH:9][C:8]([C:21]([C:20]2[CH:19]=[CH:18][C:17]([N+:14]([O-:16])=[O:15])=[CH:25][CH:24]=2)=[O:22])=[CH:7][CH:6]=1)([CH3:13])[CH3:12] |f:0.1.2.3|. Reported procedure: 710 parts of chlorobenzene and 160 parts of AlCl3 are initially introduced. A mixture of 120 parts of cumene, 185.6 parts of p-nitrobenzoyl chloride and 410 parts of chlorobenzene is added dropwise in the course of 1 hour at 20° to 25° C., HCl gas being liberated. The mixture is then heated in the course of 1 hour to 60° C. and stirred for 1 hour at 60° C., 1,400 parts of ice are added, the aqueous phase is separated off in a separating funnel and the organic phase is concentrated in vacuo. 247.... Starting materials: CCNC(=O)NN(C)CC(=O)O, CCOC(OCC)C(C)N(Cc1csc2ccccc12)C(=O)C(N)CCCCNC(=O)OC(C)(C)C. Yields the product CCNC(=O)NN(C)CC(=O)NC(CCCCNC(=O)OC(C)(C)C)C(=O)N(Cc1csc2ccccc12)C(C)C(OCC)OCC. Reaction SMILES: [CH2:1]([CH3:2])[NH:3][C:4](=[O:5])[NH:6][N:7]([CH3:8])[CH2:9][C:10](=[O:11])[OH:12].[NH2:13][CH:14]([CH2:15][CH2:16][CH2:17][CH2:18][NH:19][C:20]([O:21][C:22]([CH3:23])([CH3:24])[CH3:25])=[O:26])[C:27](=[O:28])[N:29]([CH:30]([CH:31]([O:32][CH2:33][CH3:34])[O:35][CH2:36][CH3:37])[CH3:38])[CH2:39][c:40]1[c:41]2[c:42]([s:43][cH:44]1)[cH:45][cH:46][cH:47][cH:48]2>>[CH2:1]([CH3:2])[NH:3][C:4](=[O:5])[NH:6][N:7]([CH3:8])[CH2:9][C:10](=[O:12])[NH:13][CH:14]([CH2:15][CH2:16][CH2:17][CH2:18][NH:19][C:20]([O:21][C:22]([CH3:23])([CH3:24])[CH3:25])=[O:26])[C:27](=[O:28])[N:29]([CH:30]([CH:31]([O:32][CH2:33][CH3:34])[O:35][CH2:36][CH3:37])[CH3:38])[CH2:39][c:40]1[c:41]2[c:42]([s:43][cH:44]1)[cH:45][cH:46][cH:47][cH:48]2. The reactants are CCCCCCCCCCCCCCCC(=O)Cl, C1CCOC1, Cl, N#CN, [Na], O. The product is CCCCCCCCCCCCCCCC(=O)NC#N. As a reaction SMILES: [C:1]([CH2:2][CH2:3][CH2:4][CH2:5][CH2:6][CH2:7][CH2:8][CH2:9][CH2:10][CH2:11][CH2:12][CH2:13][CH2:14][CH2:15][CH3:16])(=[O:17])[Cl:18].[CH2:19]1[O:20][CH2:21][CH2:22][CH2:23]1.[ClH:28].[N:24]#[C:25][NH2:26].[Na:27].[OH2:29]>>[C:1]([CH2:2][CH2:3][CH2:4][CH2:5][CH2:6][CH2:7][CH2:8][CH2:9][CH2:10][CH2:11][CH2:12][CH2:13][CH2:14][CH2:15][CH3:16])(=[O:17])[NH:26][C:25]#[N:24].